Dataset: the Open Reaction Database (ORD), a public repository of structured organic reaction records. Task: describe an organic reaction: reactants, conditions, products, and yield Starting materials: ClC1=C(C=C(C(=C1)[N+](=O)[O-])OC)C (1-chloro-4-methoxy-2-methyl-5-nitrobenzene), [Mn](=O)(=O)(=O)[O-].[K+] (potassium permanganate), O (water). The product is ClC1=C(C(=O)O)C=C(C(=C1)[N+](=O)[O-])OC (2-chloro-5-methoxy-4-nitrobenzoic acid). Isolated yield 78.0%. Reaction SMILES: [Cl:1][C:2]1[CH:7]=[C:6]([N+:8]([O-:10])=[O:9])[C:5]([O:11][CH3:12])=[CH:4][C:3]=1[CH3:13].[Mn]([O-])(=O)(=O)=[O:15].[K+].[OH2:20]>>[Cl:1][C:2]1[CH:7]=[C:6]([N+:8]([O-:10])=[O:9])[C:5]([O:11][CH3:12])=[CH:4][C:3]=1[C:13]([OH:15])=[O:20] |f:1.2|. Procedure details: A solution of 1-chloro-4-methoxy-2-methyl-5-nitrobenzene (1 mmol) and potassium permanganate (4 mmol) in water (100 mL) was heated at reflux temperature for 48 hours. The mixture was allowed to cool to room temperature and the pH was adjusted 2. The solution was extracted with EtOAc (2×100 mL), then the combined organic extracts was dried (Na2SO4) and concentrated under reduced pressure to give the title compound (78%) as a solid.